This data is from the Open Reaction Database (ORD), a public repository of structured organic reaction records. The task is: describe an organic reaction: reactants, conditions, products, and yield The reactants are CN(C)C=O, Cl, COC(=O)C(CCC(F)(F)C(F)(F)F)S(=O)(=O)CCC(F)(F)F, [H-], CCCI, [Na+]. Yields the product CCCC(CCC(F)(F)C(F)(F)F)(C(=O)OC)S(=O)(=O)CCC(F)(F)F. RXN SMILES: [CH3:31][N:32]([CH3:33])[CH:34]=[O:35].[ClH:30].[F:5][C:6]([CH2:7][CH2:8][CH:9]([C:10](=[O:11])[O:12][CH3:13])[S:14](=[O:15])(=[O:16])[CH2:17][CH2:18][C:19]([F:20])([F:21])[F:22])([C:23]([F:24])([F:25])[F:26])[F:27].[H-:28].[I:1][CH2:2][CH2:3][CH3:4].[Na+:29]>>[CH2:2]([CH2:3][CH3:4])[C:9]([CH2:8][CH2:7][C:6]([F:5])([C:23]([F:24])([F:25])[F:26])[F:27])([C:10](=[O:11])[O:12][CH3:13])[S:14](=[O:15])(=[O:16])[CH2:17][CH2:18][C:19]([F:20])([F:21])[F:22]. Starting materials: CC(C)(C)c1csc(-c2cc3cc(C(O)Cn4cc(C(=O)OCc5ccccc5)c5ccccc54)ccc3o2)n1, [Na+], C1CCOC1, [OH-]. Yields the product CC(C)(C)c1csc(-c2cc3cc(C(O)Cn4cc(C(=O)O)c5ccccc54)ccc3o2)n1. RXN SMILES: [C:1]([CH3:2])([CH3:3])([CH3:4])[c:5]1[n:6][c:7](-[c:10]2[o:11][c:12]3[c:13]([cH:14]2)[cH:15][c:16]([CH:19]([CH2:20][n:21]2[cH:22][c:23]([C:30](=[O:31])[O:32][CH2:33][c:34]4[cH:35][cH:36][cH:37][cH:38][cH:39]4)[c:24]4[cH:25][cH:26][cH:27][cH:28][c:29]24)[OH:40])[cH:17][cH:18]3)[s:8][cH:9]1.[Na+:42].[O:43]1[CH2:44][CH2:45][CH2:46][CH2:47]1.[OH-:41]>>[C:1]([CH3:2])([CH3:3])([CH3:4])[c:5]1[n:6][c:7](-[c:10]2[o:11][c:12]3[c:13]([cH:14]2)[cH:15][c:16]([CH:19]([CH2:20][n:21]2[cH:22][c:23]([C:30](=[O:31])[OH:32])[c:24]4[cH:25][cH:26][cH:27][cH:28][c:29]24)[OH:40])[cH:17][cH:18]3)[s:8][cH:9]1. The solvent is O (water), O (water). As a reaction SMILES: [C:1]1([CH:7]([C:26]2[CH:31]=[CH:30][CH:29]=[CH:28][CH:27]=2)[N:8]2[CH2:11][CH:10]([N:12]3[CH2:17][CH2:16][N:15]([C:18](OC(C)(C)C)=O)[C@H:14]([CH3:25])[CH2:13]3)[CH2:9]2)[CH:6]=[CH:5][CH:4]=[CH:3][CH:2]=1.C1COCC1.[H-].[Al+3].[Li+].[H-].[H-].[H-].[OH-].[Na+]>O>[C:26]1([CH:7]([C:1]2[CH:6]=[CH:5][CH:4]=[CH:3][CH:2]=2)[N:8]2[CH2:11][CH:10]([N:12]3[CH2:17][CH2:16][N:15]([CH3:18])[C@H:14]([CH3:25])[CH2:13]3)[CH2:9]2)[CH:27]=[CH:28][CH:29]=[CH:30][CH:31]=1 |f:2.3.4.5.6.7,8.9|. The product is C1(=CC=CC=C1)C(N1CC(C1)N1C[C@H](N(CC1)C)C)C1=CC=CC=C1 ((2R)-4-(1-(Diphenylmethyl)azetidin-3-yl)-1,2-dimethylpiperazine). The reactants are C1(=CC=CC=C1)C(N1CC(C1)N1C[C@H](N(CC1)C(=O)OC(C)(C)C)C)C1=CC=CC=C1 (tert-butyl(2R)-4-(1-(diphenylmethyl)azetidin-3-yl)-2-methylpiperazine-1-carboxylate), resultant mixture, [OH-].[Na+] (sodium hydroxide), C1CCOC1 (THF), [H-].[Al+3].[Li+].[H-].[H-].[H-] (lithium aluminum hydride). Conditions: temperature 0 celsius. Reported procedure: To a mixed solution of tert-butyl(2R)-4-(1-(diphenylmethyl)azetidin-3-yl)-2-methylpiperazine-1-carboxylate (476 mg, 1.13 mmol) described in Production Example 5-1 and THF (10.0 mL) was added lithium aluminum hydride (171 mg, 4.52 mmol) at 0° C., and the resultant mixture was stirred under reflux for 1 hour and 55 minutes. The reaction mixture was cooled to 0° C., water (171 μL) and a 5 N aqueous sodium hydroxide solution (171 μL) were added thereto, and water (513 μL) was additionally added ther... The yield is 90.2%. Starting materials: C(C1=CC=CC=C1)(=O)[O-].[Na+] (sodium benzoate), C(#N)[C@H]1N([C@H]2C[C@H]2C1)C([C@@H](NC(=O)OC(C)(C)C)C12CC3(CC(CC(C1)C3)C2)O)=O (3-cyano-(αS)-α-(3-hydroxytricyclo[3.3.1.13,7]dec-1-yl)-β-oxo-(1S,3S,5S)-2-azabicyclo[3.1.0]hexane-2-ethanecarbamic acid, 1,1-dimethylethyl ester). The product is IV, N[C@H](C(=O)N1[C@H]2C[C@H]2C[C@H]1C#N)C12CC3(CC(CC(C1)C3)C2)O ((1S,3S,5S)-2-[(2S)-2-amino-2-(3-hydroxytricyclo[3.3.1.13,7]dec-1-yl)-1-oxoethyl]-2-azabicyclo[3.1.0]hexane-3-carbonitrile), C(C1=CC=CC=C1)(=O)[O-] (benzoate). Reaction SMILES: [C:1]([C@@H:3]1[CH2:8][C@H:7]2[C@H:5]([CH2:6]2)[N:4]1[C:9](=[O:30])[C@H:10]([C:19]12[CH2:28][CH:23]3[CH2:24][CH:25]([CH2:27][C:21]([OH:29])([CH2:22]3)[CH2:20]1)[CH2:26]2)[NH:11]C(OC(C)(C)C)=O)#[N:2].[C:31]([O-:39])(=[O:38])[C:32]1[CH:37]=[CH:36][CH:35]=[CH:34][CH:33]=1.[Na+]>>[NH2:11][C@@H:10]([C:19]12[CH2:26][CH:25]3[CH2:24][CH:23]([CH2:22][C:21]([OH:29])([CH2:27]3)[CH2:20]1)[CH2:28]2)[C:9]([N:4]1[C@H:3]([C:1]#[N:2])[CH2:8][C@H:7]2[C@@H:5]1[CH2:6]2)=[O:30].[C:31]([O-:39])(=[O:38])[C:32]1[CH:37]=[CH:36][CH:35]=[CH:34][CH:33]=1 |f:1.2|. Procedure details: A coupling reaction is then used to couple (αS)-α[[(1,1-dimethylethoxy)carbonyl]amino]-3-hydroxytricyclo[3.3.1.13,7]decane-1-acetic acid, (Formula 3) methanesulfonic acid salt to (1S,3S,5S)-2-azabicyclo[3.1.0]hexane-3-carboxamide (Formula J) in the presence of 1-hydroxybenzotriazole (HOBT) or other known coupling agent to produce 3-(aminocarbonyl)-αS)-α-(3-hydroxytricyclo[3.3.1.13,7]dec-1-yl)-β-oxo-(1S,3S,5S)-2-azabicyclo[3.1.0]hexane-2-ethanecarbamic acid, 1,1-dimethylethyl ester (Formula K). F... RXN SMILES: [CH2:1]([N:8]([CH2:37][CH2:38][C:39]1[CH:44]=[CH:43][C:42]([O:45]C)=[C:41]([C:47]([O:49]C)=[O:48])[CH:40]=1)[CH2:9][CH2:10][CH2:11][CH2:12][CH2:13][CH2:14][N:15]([CH2:30][C:31]1[CH:36]=[CH:35][CH:34]=[CH:33][CH:32]=1)[CH2:16][CH2:17][C:18]1[CH:23]=[CH:22][C:21]([O:24]C)=[C:20]([C:26]([O:28]C)=[O:27])[CH:19]=1)[C:2]1[CH:7]=[CH:6][CH:5]=[CH:4][CH:3]=1.[BrH:51]>>[BrH:51].[BrH:51].[CH2:1]([N:8]([CH2:37][CH2:38][C:39]1[CH:44]=[CH:43][C:42]([OH:45])=[C:41]([C:47]([OH:49])=[O:48])[CH:40]=1)[CH2:9][CH2:10][CH2:11][CH2:12][CH2:13][CH2:14][N:15]([CH2:30][C:31]1[CH:32]=[CH:33][CH:34]=[CH:35][CH:36]=1)[CH2:16][CH2:17][C:18]1[CH:23]=[CH:22][C:21]([OH:24])=[C:20]([C:26]([OH:28])=[O:27])[CH:19]=1)[C:2]1[CH:7]=[CH:6][CH:5]=[CH:4][CH:3]=1 |f:2.3.4|. Product: Br.Br.C(C1=CC=CC=C1)N(CCCCCCN(CCC1=CC(=C(C=C1)O)C(=O)O)CC1=CC=CC=C1)CCC1=CC(=C(C=C1)O)C(=O)O (N,N'-dibenzyl-N,N'-bis[2-(3-carboxy-4-hydroxyphenyl)-ethyl]-hexamethylenediamine dihydrobromide). The reactants are C(C1=CC=CC=C1)N(CCCCCCN(CCC1=CC(=C(C=C1)OC)C(=O)OC)CC1=CC=CC=C1)CCC1=CC(=C(C=C1)OC)C(=O)OC (N,N'-dibenzyl-N,N'-bis[2-(3-carbomethoxy-4-methoxyphenyl)-ethyl]-hexamethylenediamine), Br (hydrobromic acid). Reported procedure: A mixture of 1.56 g. (0.0023 m.) of N,N'-dibenzyl-N,N'-bis[2-(3-carbomethoxy-4-methoxyphenyl)-ethyl]-hexamethylenediamine and 40 ml. of 48% aqueous hydrobromic acid is refluxed for four hours. The cooled reaction mixture is filtered to give N,N'-dibenzyl-N,N'-bis[2-(3-carboxy-4-hydroxyphenyl)-ethyl]-hexamethylenediamine dihydrobromide. The latter is hydrogenated with palladium-on-carbon as described in Example 1 to yield N,N'-bis[2-(3-carboxy-4-hydroxyphenyl)-ethyl]-hexamethylenediamine dihydrob... Reactants: FC1=C(C2CO2)C(=C(C(=C1F)F)F)F ((+)-2,3,4,5,6-pentafluorostyrene oxide), ice, solution, C[Al](C)C (trimethylaluminum). The solvent is CCCCCC (hexane), CCCCCC (hexane). Product: FC1=C(C(=C(C(=C1C(CO)C)F)F)F)F ((+)-2-(pentafluorophenyl)-1-propanol). Reaction SMILES: [CH3:1][Al](C)C.[F:5][C:6]1[C:14]([F:15])=[C:13]([F:16])[C:12]([F:17])=[C:11]([F:18])[C:7]=1[CH:8]1[O:10][CH2:9]1>CCCCCC>[F:5][C:6]1[C:7]([CH:8]([CH3:1])[CH2:9][OH:10])=[C:11]([F:18])[C:12]([F:17])=[C:13]([F:16])[C:14]=1[F:15]. Procedure: To a 10 ml of ice-cooled 1M solution of trimethylaluminum in hexane, was added dropwise a solution of 1.05 g of (+)-2,3,4,5,6-pentafluorostyrene oxide (over 95%ee) in 5 ml of hexane, to react for five hours at 0° C and for another one hour at room temperature. The similar work-up to Example 1 gave 1.10 g of (+)-2-(pentafluorophenyl)-1-propanol. The specific rotation was compared with that of Example 1, and the optical purity was determined to be 15%ee.